This data is from the Open Reaction Database (ORD), a public repository of structured organic reaction records. The task is: describe an organic reaction: reactants, conditions, products, and yield Reactants: C(C1=CC=CC=C1)OC(=O)N1CC(CCC1)C(CC(C(C1=CC=NC=C1)=O)C=1C=C2C(CCC2=CC1)=NOC)=O (3-[3-(3-Methoxyimino-indan-5-yl)-4-oxo-4-pyridin-4-ylbutanoyl]-piperidine-1-carboxylic acid benzyl ester), Cl (hydrochloric acid), O1CCOCC1 (1,4-dioxane). Run in CC(=O)C (acetone). Reaction conditions: temperature 90 celsius. Product: C(C1=CC=CC=C1)OC(=O)N1CC(CCC1)C=1OC(=C(C1)C=1C=C2CCC(C2=CC1)=O)C1=CC=NC=C1 (3-[4-(1-Oxo-indan-5-yl)-5-pyridin-4-yl-furan-2-yl]-piperidine-1-carboxylic acid benzyl ester). Yield: 69.0%. Reaction SMILES: [CH2:1]([O:8][C:9]([N:11]1[CH2:16][CH2:15][CH2:14][CH:13]([C:17](=O)[CH2:18][CH:19]([C:28]2[CH:29]=[C:30]3[C:34](=[CH:35][CH:36]=2)[CH2:33][CH2:32][C:31]3=NOC)[C:20](=[O:27])[C:21]2[CH:26]=[CH:25][N:24]=[CH:23][CH:22]=2)[CH2:12]1)=[O:10])[C:2]1[CH:7]=[CH:6][CH:5]=[CH:4][CH:3]=1.Cl.[O:42]1CCOCC1>CC(C)=O>[CH2:1]([O:8][C:9]([N:11]1[CH2:16][CH2:15][CH2:14][CH:13]([C:17]2[O:27][C:20]([C:21]3[CH:26]=[CH:25][N:24]=[CH:23][CH:22]=3)=[C:19]([C:28]3[CH:29]=[C:33]4[C:34](=[CH:35][CH:36]=3)[C:30](=[O:42])[CH2:31][CH2:32]4)[CH:18]=2)[CH2:12]1)=[O:10])[C:2]1[CH:3]=[CH:4][CH:5]=[CH:6][CH:7]=1. Reported procedure: A solution of the product of Step 4 (4.0 g, 7.42 mmol) in 1,4-dioxane (100 ml) and acetone (250 ml) was treated with 5M hydrochloric acid (50 ml) and the mixture heated at 90° C. for 5 hours. After cooling to room temperature, the reaction was concentrated and re-dissolved in chloroform and saturated aqueous sodium hydrogen carbonate solution. The organic phase was dried, concentrated in vacuo and purified by silica gel chromatography eluting with ethyl acetate/dichloromethane (4:6) to yield the... Starting materials: COC1=CC=C(C(=O)N2C([C@H](CC2)[C@H](C(=O)[O-])Cl)=O)C=C1 ((R,S)-1-(p-methoxybenzoyl)-2-oxo-3-pyrrolidinylchloroacetate), NC(=S)N (thiourea), C(C)O (ethanol). Run in N1=CC=CC=C1 (pyridine). Reaction conditions: time 8 hour. Yields the product COC1=CC=C(C=C1)C(=O)N2CCC(C2=O)O ((R,S)-1-(p-methoxybenzoyl)-3-hydroxy-2-pyrrolidinone). As a reaction SMILES: [CH3:1][O:2][C:3]1[CH:21]=[CH:20][C:6]([C:7]([N:9]2[CH2:13][CH2:12][C@H:11]([C@@H](Cl)C([O-])=O)[C:10]2=[O:19])=[O:8])=[CH:5][CH:4]=1.NC(N)=S.C([OH:28])C>N1C=CC=CC=1>[CH3:1][O:2][C:3]1[CH:21]=[CH:20][C:6]([C:7]([N:9]2[C:10](=[O:19])[CH:11]([OH:28])[CH2:12][CH2:13]2)=[O:8])=[CH:5][CH:4]=1. Procedure: 1.54 g of (R,S)-1-(p-methoxybenzoyl)-2-oxo-3-pyrrolidinylchloroacetate are heated at 100° C. in 50 ml of pyridine for 10 minutes under nitrogen with 0.42 g of thiourea and 7 ml of ethanol. The solvent is removed by evaporation and the residue is partitioned between ethyl acetate and water. The organic phase is washed several times with water and the aqueous phases are extracted with ethyl acetate. The combined ethyl acetate phases are evaporated, the residue is boiled at reflux in diisopropyl et...